From a dataset of the Open Reaction Database (ORD), a public repository of structured organic reaction records. describe an organic reaction: reactants, conditions, products, and yield Reactants: C(CCC)NC(=O)[C@@H]1N[C@@H](C=2NC3=CC=CC=C3C2C1)C1=CC2=C(OCO2)C=C1 ((1R,3R)-(+)-1-benzo[1,3]dioxol-5-yl-2,3,4,9-tetrahydro-1H-β-carboline-3-carboxylic acid butylamide), C(\C=C\C1=CC=CC=C1)(=O)O (trans-cinnamic acid), ClN1CN=C(N=C1OC)OC (2-chloro-3,5-dimethoxy-2,4,6-triazine), CN1CCOCC1 (N-methylmorpholine). Run in O1CCCC1 (tetrahydrofuran). The product is C(CCC)NC(=O)[C@@H]1N([C@@H](C=2NC3=CC=CC=C3C2C1)C1=CC2=C(OCO2)C=C1)C(C=CC1=CC=CC=C1)=O ((1R,3R)-(+)-1-benzo[1,3]dioxol-5-yl-2-(3-phenylacryloyl)-2,3,4,9-tetrahydro-1H-β-carboline-3-carboxylic acid butylamide). Isolated yield 61.3%. Reaction SMILES: [C:1]([OH:11])(=O)/[CH:2]=[CH:3]/[C:4]1[CH:9]=[CH:8][CH:7]=[CH:6][CH:5]=1.ClN1C(OC)=NC(OC)=NC1.CN1CCOCC1.[CH2:30]([NH:34][C:35]([C@H:37]1[CH2:49][C:48]2[C:47]3[C:42](=[CH:43][CH:44]=[CH:45][CH:46]=3)[NH:41][C:40]=2[C@@H:39]([C:50]2[CH:58]=[CH:57][C:53]3[O:54][CH2:55][O:56][C:52]=3[CH:51]=2)[NH:38]1)=[O:36])[CH2:31][CH2:32][CH3:33]>O1CCCC1>[CH2:30]([NH:34][C:35]([C@H:37]1[CH2:49][C:48]2[C:47]3[C:42](=[CH:43][CH:44]=[CH:45][CH:46]=3)[NH:41][C:40]=2[C@@H:39]([C:50]2[CH:58]=[CH:57][C:53]3[O:54][CH2:55][O:56][C:52]=3[CH:51]=2)[N:38]1[C:1](=[O:11])[CH:2]=[CH:3][C:4]1[CH:5]=[CH:6][CH:7]=[CH:8][CH:9]=1)=[O:36])[CH2:31][CH2:32][CH3:33]. Procedure: A mixture of trans-cinnamic acid (376 mg. 2.5 mmol), 2-chloro-3,5-dimethoxy-2,4,6-triazine (500 mg, 2.8 mmol), N-methylmorpholine (0.32 mL, 2.9 mmol), and tetrahydrofuran (20 mL) was stirred without cooling for 1.5 hours. Compound (XI) (1.0 g, 2.5 mmol) was added, then the reaction was stirred for an additional 18 hours. The solvent was evaporated, and the residue was dissolved in ethyl acetate, washed once with 1N hydrochloric acid, once with saturated sodium bicarbonate solution, dried (sodium... Reactants: C(C)(=O)OC1=C(C=O)C(=CC=C1OC)Br (2-Acetoxy-3methoxy-6bromo-benzaldehyde), C([O-])(O)=O.[Na+] (sodium bicarbonate). Yield: 98.2%. The solvent is CO (methanol). Reaction SMILES: C([O:4][C:5]1[C:12]([O:13][CH3:14])=[CH:11][CH:10]=[C:9]([Br:15])[C:6]=1[CH:7]=[O:8])(=O)C.C(=O)(O)[O-].[Na+]>CO>[OH:4][C:5]1[C:12]([O:13][CH3:14])=[CH:11][CH:10]=[C:9]([Br:15])[C:6]=1[CH:7]=[O:8] |f:1.2|. The product is OC1=C(C=O)C(=CC=C1OC)Br (2-Hydroxy-3-methoxy-6bromo-benzaldehyde). Procedure details: To the aldehyde 11 (17.7 g) in aqueous methanol (125 mL) was added sodium bicarbonate (7.6 g, 1.1 eq.) and the turbid bright yellow solution stirred for 2 hours. The solution was acidified, extracted with dichloromethane and the solvent removed in vacuo to afford a yellow solid. The product was recrystallized from ethyl acetate/hexane to afford yellow crystals (14.7 g, 98%): m.p. 105.6-106.4° C., lit19 m.p. 102-103° C.; EIMS m/z 232 (M+, 81Br), 230 (M+, 79Br), 186, 107, 79, 54, 32; Anal. Calcd. ... Run at time 2 hour. Isolated yield 95.9%. As a reaction SMILES: [Cl:1][C:2]1[CH:24]=[C:23]([C:25]([NH:27][CH2:28][C:29]2[CH:34]=[CH:33][CH:32]=[C:31]([OH:35])[CH:30]=2)=[O:26])[CH:22]=[CH:21][C:3]=1[C:4]([NH:6][C@H:7]([C:17]([O:19]C)=[O:18])[CH2:8][NH:9][C:10]([C:12]1[S:13][CH:14]=[CH:15][CH:16]=1)=[O:11])=[O:5].O.[OH-].[Li+].O>O1CCCC1.CO>[Cl:1][C:2]1[CH:24]=[C:23]([C:25]([NH:27][CH2:28][C:29]2[CH:34]=[CH:33][CH:32]=[C:31]([OH:35])[CH:30]=2)=[O:26])[CH:22]=[CH:21][C:3]=1[C:4]([NH:6][C@H:7]([C:17]([OH:19])=[O:18])[CH2:8][NH:9][C:10]([C:12]1[S:13][CH:14]=[CH:15][CH:16]=1)=[O:11])=[O:5] |f:1.2.3|. Reactants: ClC1=C(C(=O)N[C@@H](CNC(=O)C=2SC=CC2)C(=O)OC)C=CC(=C1)C(=O)NCC1=CC(=CC=C1)O (N-[2-chloro-4-[[[(3-hydroxyphenyl)methyl]amino]carbonyl]benzoyl]-3-(thiophene-2-carbonyl)amino-L-alanine, methyl ester), O.[OH-].[Li+] (lithium hydroxide monohydrate), O (water). Product: ClC1=C(C(=O)N[C@@H](CNC(=O)C=2SC=CC2)C(=O)O)C=CC(=C1)C(=O)NCC1=CC(=CC=C1)O (N-[2-chloro-4-[[[(3-hydroxyphenyl)methyl]amino]carbonyl]benzoyl]-3-(thiophene-2-carbonyl)amino-L-alanine). Procedure details: A solution of N-[2-chloro-4-[[[(3-hydroxyphenyl)methyl]amino]carbonyl]benzoyl]-3-(thiophene-2-carbonyl)amino-L-alanine, methyl ester (8.30 g, 16.1 mmol) and lithium hydroxide monohydrate (2.05 g, 48.9 mmol) in tetrahydrofuran (60 mL), methanol (20 mL), and water (40 mL) was stirred at room temperature overnight. The solution was concentrated to remove tetrahydrofuran and methanol, and ethyl acetate (200 mL) and 1 M HCl (100 mL) were added. The aqueous layer was extracted with ethyl acetate (100 ... The solvent is O1CCCC1 (tetrahydrofuran), CO (methanol). Starting materials: [BH3-]C#N, CC(=O)O, CC(C)=O, CCO, Nc1ccc([N+](=O)[O-])cc1O, [Na+]. The product is CC(C)Nc1ccc([N+](=O)[O-])cc1O. As a reaction SMILES: [C:16]([BH3-:17])#[N:18].[C:20]([OH:21])(=[O:22])[CH3:23].[CH3:12][C:13]([CH3:14])=[O:15].[CH3:24][CH2:25][OH:26].[NH2:1][c:2]1[c:3]([OH:11])[cH:4][c:5]([N+:8](=[O:9])[O-:10])[cH:6][cH:7]1.[Na+:19]>>[NH:1]([c:2]1[c:3]([OH:11])[cH:4][c:5]([N+:8](=[O:9])[O-:10])[cH:6][cH:7]1)[CH:13]([CH3:12])[CH3:14].